From a dataset of the Open Reaction Database (ORD), a public repository of structured organic reaction records. describe an organic reaction: reactants, conditions, products, and yield The reactants are O=C(O)COCCc1cccc(Br)c1, C1CCOC1, N#N. Yields the product OCCOCCc1cccc(Br)c1. Reaction SMILES: [Br:3][c:4]1[cH:5][c:6]([CH2:7][CH2:8][O:9][CH2:10][C:11](=[O:12])[OH:13])[cH:14][cH:15][cH:16]1.[CH2:17]1[O:18][CH2:19][CH2:20][CH2:21]1.[N:1]#[N:2]>>[Br:3][c:4]1[cH:5][c:6]([CH2:7][CH2:8][O:9][CH2:10][CH2:11][OH:12])[cH:14][cH:15][cH:16]1. Starting materials: CC(C)CCC[C@@H](C)[C@H]1CC[C@H]2[C@@H]3CC=C4C[C@H](CC[C@]4(C)[C@H]3CC[C@]12C)O.S=CC(=O)[O-] (5-Cholesten-3β-ol thionoacetate), COC1=CC=C(C=C1)[Te](=O)C1=CC=C(C=C1)OC (bis-(p-methoxyphenyl)-telluroxide). The product is CC(C)CCC[C@@H](C)[C@H]1CC[C@H]2[C@@H]3CC=C4C[C@H](CC[C@]4(C)[C@H]3CC[C@]12C)O.C(C)(=O)[O-] (5-Cholesten-3β-ol acetate). Isolated yield 96.0%. Reaction SMILES: [CH3:1][CH:2]([CH2:4][CH2:5][CH2:6][C@H:7]([C@@H:9]1[C@:26]2([CH3:27])[C@H:12]([C@H:13]3[C@H:23]([CH2:24][CH2:25]2)[C@:21]2([CH3:22])[C:16]([CH2:17][C@@H:18]([OH:28])[CH2:19][CH2:20]2)=[CH:15][CH2:14]3)[CH2:11][CH2:10]1)[CH3:8])[CH3:3].S=[CH:30][C:31]([O-:33])=[O:32].COC1C=CC([Te](C2C=CC(OC)=CC=2)=O)=CC=1>>[CH3:3][CH:2]([CH2:4][CH2:5][CH2:6][C@H:7]([C@@H:9]1[C@:26]2([CH3:27])[C@H:12]([C@H:13]3[C@H:23]([CH2:24][CH2:25]2)[C@:21]2([CH3:22])[C:16]([CH2:17][C@@H:18]([OH:28])[CH2:19][CH2:20]2)=[CH:15][CH2:14]3)[CH2:11][CH2:10]1)[CH3:8])[CH3:1].[C:31]([O-:33])(=[O:32])[CH3:30] |f:0.1,3.4|. Procedure details: 5-Cholesten-3β-ol-thionoacetate (111 mg, 0.25 mmol), was reacted with bis-(p-methoxyphenyl)-telluroxide for 0.25 h. 5-Cholesten-3β-ol-acetate (107 mg, 100%) was obtained after P.l.c. (petroleum ether-ethyl acetate 9:1. The product obtained was recrystallized from acetone (90 mg, 84%), m.p. 113°-114° (lit., 114°-115°). Reactants: SC1=NC2=C(N1CC(=O)OC(C)(C)C)C=CC=C2 (tert-butyl (2-mercapto-benzoimidazol-1-yl)-acetate), C(C)OC(=O)N1N(C(C2=CC=CC=C12)=O)CCCCl (2-(3-chloro-propyl)-3-oxo-2,3-dihydro-indazole-1-carboxylic acid ethyl ester), [I-].[K+] (potassium iodide), C(=O)([O-])[O-].[K+].[K+] (K2CO3). Procedure: A mixture of tert-butyl (2-mercapto-benzoimidazol-1-yl)-acetate (Intermediate 3-I, 66 mg, 0.25 mmol), 2-(3-chloro-propyl)-3-oxo-2,3-dihydro-indazole-1-carboxylic acid ethyl ester (alkylating agent G-01d, 70 mg, 0.25 mmol), a few crystals of potassium iodide and K2CO3 (69 mg, 0.5 mmol) in acetone (1 ml) is refluxed overnight. Evaporation of the solvent under a stream of air affords a residue that is purified by flash-chromatography on silica-gel (AcOEt/heptane, 3:2), yielding the title compound a... As a reaction SMILES: [SH:1][C:2]1[N:6]([CH2:7][C:8]([O:10][C:11]([CH3:14])([CH3:13])[CH3:12])=[O:9])[C:5]2[CH:15]=[CH:16][CH:17]=[CH:18][C:4]=2[N:3]=1.[CH2:19]([O:21][C:22]([N:24]1[C:32]2[C:27](=[CH:28][CH:29]=[CH:30][CH:31]=2)[C:26](=[O:33])[N:25]1[CH2:34][CH2:35][CH2:36]Cl)=[O:23])[CH3:20].[I-].[K+].C([O-])([O-])=O.[K+].[K+]>CC(C)=O>[CH2:19]([O:21][C:22]([N:24]1[C:32]2[C:27](=[CH:28][CH:29]=[CH:30][CH:31]=2)[C:26](=[O:33])[N:25]1[CH2:34][CH2:35][CH2:36][S:1][C:2]1[N:6]([CH2:7][C:8]([O:10][C:11]([CH3:13])([CH3:14])[CH3:12])=[O:9])[C:5]2[CH:15]=[CH:16][CH:17]=[CH:18][C:4]=2[N:3]=1)=[O:23])[CH3:20] |f:2.3,4.5.6|. Yields the product C(C)OC(=O)N1N(C(C2=CC=CC=C12)=O)CCCSC1=NC2=C(N1CC(=O)OC(C)(C)C)C=CC=C2 (tert-Butyl {2-[3-(2,3-dihydro-1-ethyloxycarbonyl-3-oxo-indazol-2-yl)-propylsulfanyl]-benzoimidazol-1-yl}-acetate). The solvent is CC(=O)C (acetone). Starting materials: COC(=O)NN, CC#N, O, O=C(Cl)Cc1ccccc1. Product: COC(=O)NNC(=O)Cc1ccccc1. RXN SMILES: [C:1]([NH:2][NH2:3])(=[O:4])[O:5][CH3:6].[CH3:7][C:8]#[N:9].[OH2:20].[c:10]1([CH2:16][C:17](=[O:18])[Cl:19])[cH:11][cH:12][cH:13][cH:14][cH:15]1>>[C:1]([NH:2][NH:3][C:17]([CH2:16][c:10]1[cH:11][cH:12][cH:13][cH:14][cH:15]1)=[O:18])(=[O:4])[O:5][CH3:6]. The reactants are ClCCl, COc1ccc(-c2c(C(O)C(F)(F)F)n(Cc3cccc(C(F)(F)F)c3)c3ccccc23)cc1. Product: COc1ccc(-c2c(C(=O)C(F)(F)F)n(Cc3cccc(C(F)(F)F)c3)c3ccccc23)cc1. As a reaction SMILES: [Cl:35][CH2:36][Cl:37].[F:1][C:2]([CH:3]([OH:4])[c:5]1[n:6]([CH2:22][c:23]2[cH:24][c:25]([C:29]([F:30])([F:31])[F:32])[cH:26][cH:27][cH:28]2)[c:7]2[cH:8][cH:9][cH:10][cH:11][c:12]2[c:13]1-[c:14]1[cH:15][cH:16][c:17]([O:20][CH3:21])[cH:18][cH:19]1)([F:33])[F:34]>>[F:1][C:2]([C:3](=[O:4])[c:5]1[n:6]([CH2:22][c:23]2[cH:24][c:25]([C:29]([F:30])([F:31])[F:32])[cH:26][cH:27][cH:28]2)[c:7]2[cH:8][cH:9][cH:10][cH:11][c:12]2[c:13]1-[c:14]1[cH:15][cH:16][c:17]([O:20][CH3:21])[cH:18][cH:19]1)([F:33])[F:34]. The reactants are COC1=CC=C(C=C1)[C@H]1C[C@@H](N(C[C@@H]1OCC=1C=CC2=C(N(CCO2)CCCOC)C1)S(=O)(=O)C1=CC=C(C=C1)C)C[C@H](C)O ((S)-1-[(2R,4R,5R)-4-(4-methoxy-phenyl)-5-[4-(3-methoxy-propyl)-3,4-dihydro-2H-benzo[1,4]oxazin-6-ylmethoxy]-1-(toluene-4-sulfonyl)-piperidin-2-yl]-propan-2-ol), [H-].[K+] (potassium hydride), CN(C(=O)Cl)C (N,N-dimethylcarbamoyl chloride). Run in O1CCCC1 (tetrahydrofuran), O (water). The product is COC1=CC=C(C=C1)[C@H]1C[C@@H](N(C[C@@H]1OCC=1C=CC2=C(N(CCO2)CCCOC)C1)S(=O)(=O)C1=CC=C(C=C1)C)C[C@H](C)OC(N(C)C)=O (Dimethyl-carbamic acid (S)-2-[(2R,4R,5R)-4-(4-methoxy-phenyl)-5-[4-(3-methoxy-propyl)-3,4-dihydro-2H-benzo[1,4]oxazin-6-ylmethoxy]-1-(toluene-4-sulfonyl)-piperidin-2-yl]-1-methyl-ethyl ester). Reaction SMILES: [CH3:1][O:2][C:3]1[CH:8]=[CH:7][C:6]([C@@H:9]2[C@@H:14]([O:15][CH2:16][C:17]3[CH:18]=[CH:19][C:20]4[O:25][CH2:24][CH2:23][N:22]([CH2:26][CH2:27][CH2:28][O:29][CH3:30])[C:21]=4[CH:31]=3)[CH2:13][N:12]([S:32]([C:35]3[CH:40]=[CH:39][C:38]([CH3:41])=[CH:37][CH:36]=3)(=[O:34])=[O:33])[C@@H:11]([CH2:42][C@@H:43]([OH:45])[CH3:44])[CH2:10]2)=[CH:5][CH:4]=1.[H-].[K+].[CH3:48][N:49]([CH3:53])[C:50](Cl)=[O:51]>O1CCCC1.O>[CH3:1][O:2][C:3]1[CH:4]=[CH:5][C:6]([C@@H:9]2[C@@H:14]([O:15][CH2:16][C:17]3[CH:18]=[CH:19][C:20]4[O:25][CH2:24][CH2:23][N:22]([CH2:26][CH2:27][CH2:28][O:29][CH3:30])[C:21]=4[CH:31]=3)[CH2:13][N:12]([S:32]([C:35]3[CH:40]=[CH:39][C:38]([CH3:41])=[CH:37][CH:36]=3)(=[O:33])=[O:34])[C@@H:11]([CH2:42][C@@H:43]([O:45][C:50](=[O:51])[N:49]([CH3:53])[CH3:48])[CH3:44])[CH2:10]2)=[CH:7][CH:8]=1 |f:1.2|. Reported procedure: To a solution of 100 mg of (S)-1-[(2R,4R,5R)-4-(4-methoxy-phenyl)-5-[4-(3-methoxy-propyl)-3,4-dihydro-2H-benzo[1,4]oxazin-6-ylmethoxy]-1-(toluene-4-sulfonyl)-piperidin-2-yl]-propan-2-ol (diastereomer 2) (from example 34b) in 10 ml tetrahydrofuran are added 34 mg of potassium hydride and 0.14 ml of N,N-dimethylcarbamoyl chloride at room temperature. The reaction mixture is stirred for one additional hour, diluted with water and extracted with tert-butyl methyl ether. The combined organic phases a... As a reaction SMILES: [Br:1][CH2:2][CH2:3][CH2:4][NH:5][C:6]1=[C:10]([c:11]2[cH:12][cH:13][cH:14][cH:15][cH:16]2)[S:9](=[O:17])(=[O:18])[N:8]([C:19]([CH3:20])([CH3:21])[CH3:22])[C:7]1=[O:23].[OH:24][c:25]1[cH:26][cH:27][c:28]([Cl:29])[cH:30][cH:31]1>>[CH2:2]([CH2:3][CH2:4][NH:5][C:6]1=[C:10]([c:11]2[cH:12][cH:13][cH:14][cH:15][cH:16]2)[S:9](=[O:17])(=[O:18])[N:8]([C:19]([CH3:20])([CH3:21])[CH3:22])[C:7]1=[O:23])[O:24][c:25]1[cH:26][cH:27][c:28]([Cl:29])[cH:30][cH:31]1. The reactants are CC(C)(C)N1C(=O)C(NCCCBr)=C(c2ccccc2)S1(=O)=O, Oc1ccc(Cl)cc1. The product is CC(C)(C)N1C(=O)C(NCCCOc2ccc(Cl)cc2)=C(c2ccccc2)S1(=O)=O. The reactants are CC(C)(C)OC(=O)Nc1cccc(Br)n1, C1CCOC1, [Li]C, [Li]CCCC, CN(C)C=O. The product is CC(C)(C)OC(=O)Nc1cccc(C=O)n1. As a reaction SMILES: [Br:1][c:2]1[cH:3][cH:4][cH:5][c:6]([NH:8][C:9]([O:10][C:11]([CH3:12])([CH3:13])[CH3:14])=[O:15])[n:7]1.[CH2:28]1[O:29][CH2:30][CH2:31][CH2:32]1.[CH3:16][Li:17].[CH3:18][CH2:19][CH2:20][CH2:21][Li:22].[O:23]=[CH:24][N:25]([CH3:26])[CH3:27]>>[c:2]1([CH:24]=[O:23])[cH:3][cH:4][cH:5][c:6]([NH:8][C:9]([O:10][C:11]([CH3:12])([CH3:13])[CH3:14])=[O:15])[n:7]1.